This data is from the Open Reaction Database (ORD), a public repository of structured organic reaction records. The task is: describe an organic reaction: reactants, conditions, products, and yield Reactants: C([O-])([O-])=O.[Na+].[Na+] (sodium carbonate), CC1(C(CCC(C1)(C)C)(C)C)O (1,2,2,5,5-pentamethylcyclohexanol), O (water), C1(=CC=C(C=C1)S(=O)(=O)O)C (p-toluenesulphonic acid). Solvent: C1=CC=CC=C1 (benzene). The product is CC1=CC(CCC1(C)C)(C)C (1,3,3,6,6-pentamethylcyclohexen). As a reaction SMILES: [CH3:1][C:2]1(O)[CH2:7][C:6]([CH3:9])([CH3:8])[CH2:5][CH2:4][C:3]1([CH3:11])[CH3:10].C1(C)C=CC(S(O)(=O)=O)=CC=1.O.C(=O)([O-])[O-].[Na+].[Na+]>C1C=CC=CC=1>[CH3:1][C:2]1[C:3]([CH3:11])([CH3:10])[CH2:4][CH2:5][C:6]([CH3:9])([CH3:8])[CH:7]=1 |f:3.4.5|. Reported procedure: 22.6 of 1,2,2,5,5-pentamethylcyclohexanol are dissolved in 280 ml of benzene and, after the addition of 100 mg of p-toluenesulphonic acid, the mixture is boiled on a water separator for 7 hours. After cooling the solution, some solid sodium carbonate is added thereto, the mixture is filtered and the filtrate is evaporated at normal pressure. The residue is distilled in a water-jet vacuum. There are obtained 15.8 g of 1,3,3,6,6-pentamethylcyclohexen as a colorless liquid, b.p. 56°-57° C./17 mm. Run at time 4 day. Procedure: A mixture of 5-carboxyindole (16.0 g), sodium hydrogencarbonate (26.68 g), methyliodide (61.11 g) and N,N-dimethylformamide (30 ml) is stirred at room temperature for 4 days. Water and ethyl acetate are added thereto for liquid-liquid separation. The organic laver is washed with aqueous sodium hyxdrogencarbonate, dried and concenutated to obtain 5-(methloxycarbonyl)indole (13.74 g). The solvent is C(C)(=O)OCC (ethyl acetate), O (Water). Yields the product COC(=O)C=1C=C2C=CNC2=CC1 (5-(methloxycarbonyl)indole). Starting materials: C(=O)(O)C=1C=C2C=CNC2=CC1 (5-carboxyindole), C(O)([O-])=O.[Na+] (sodium hydrogencarbonate), CI (methyliodide), CN(C=O)C (N,N-dimethylformamide). Yield: 79.0%. As a reaction SMILES: [C:1]([C:4]1[CH:5]=[C:6]2[C:10](=[CH:11][CH:12]=1)[NH:9][CH:8]=[CH:7]2)([OH:3])=[O:2].[C:13](=O)([O-])O.[Na+].CI.CN(C)C=O>C(OCC)(=O)C.O>[CH3:13][O:2][C:1]([C:4]1[CH:5]=[C:6]2[C:10](=[CH:11][CH:12]=1)[NH:9][CH:8]=[CH:7]2)=[O:3] |f:1.2|.